describe an organic reaction: reactants, conditions, products, and yield From a dataset of the Open Reaction Database (ORD), a public repository of structured organic reaction records. Starting materials: C(=O)C1=C(C=CC=C1)C1CCN(CC1)C(=O)OC(C)(C)C (tert-butyl 4-(2-formylphenyl)piperidine-1-carboxylate), CC(CCN)(C)C (3,3 dimethylbutylamine). The solvent is C1(=CC=CC=C1)C (toluene). Reaction conditions: time 8 hour. Yields the product CC(CC\N=C\C1=C(C=CC=C1)C1CCN(CC1)C(=O)OC(C)(C)C)(C)C (tert-butyl 4-(2-((E)-(3,3-dimethylbutylimino)methyl)phenyl)piperidine-1-carboxylate). The yield is 95.8%. RXN SMILES: [CH:1]([C:3]1[CH:8]=[CH:7][CH:6]=[CH:5][C:4]=1[CH:9]1[CH2:14][CH2:13][N:12]([C:15]([O:17][C:18]([CH3:21])([CH3:20])[CH3:19])=[O:16])[CH2:11][CH2:10]1)=O.[CH3:22][C:23]([CH3:28])([CH3:27])[CH2:24][CH2:25][NH2:26]>C1(C)C=CC=CC=1>[CH3:22][C:23]([CH3:28])([CH3:27])[CH2:24][CH2:25]/[N:26]=[CH:1]/[C:3]1[CH:8]=[CH:7][CH:6]=[CH:5][C:4]=1[CH:9]1[CH2:14][CH2:13][N:12]([C:15]([O:17][C:18]([CH3:21])([CH3:20])[CH3:19])=[O:16])[CH2:11][CH2:10]1. Reported procedure: To a solution of tert-butyl 4-(2-formylphenyl)piperidine-1-carboxylate (229 mg, 0.79 mmol) in toluene (4 mL) was added 3,3 dimethylbutylamine (88.09 mg, 117.1 μL, 0.8705 mmol) and 4 Å molecular sieves. The resulting suspension was stirred at rt overnight. Filtered out molecular sieves and concentrated the mixture with a flow of N2 to give 282 mg of tert-butyl 4-(2-((E)-(3,3-dimethylbutylimino)methyl)phenyl)piperidine-1-carboxylate as an thick off-white oil which was used without further purifica... As a reaction SMILES: [F:1][C:2]([F:23])([F:22])[C:3]1[CH:17]=[C:16]([C:18]([F:21])([F:20])[F:19])[CH:15]=[CH:14][C:4]=1[CH2:5][N:6]1[CH2:11][CH2:10][CH:9]([CH:12]=O)[CH2:8][CH2:7]1.[CH3:24]C(C)([O-])C.[K+].CI.[Cl-].[NH4+].[CH3:34][NH:35][C:36]1[CH2:40][S:39][C:38](=[O:41])[N:37]=1>O1CCCC1.C(O)C.C(OCC)(=O)C>[F:1][C:2]([F:23])([F:22])[C:3]1[CH:17]=[C:16]([C:18]([F:21])([F:20])[F:19])[CH:15]=[CH:14][C:4]=1[CH2:5][N:6]1[CH2:11][CH2:10][C:9](/[CH:24]=[C:40]2/[C:36]([NH:35][CH3:34])=[N:37][C:38](=[O:41])[S:39]/2)([CH3:12])[CH2:8][CH2:7]1 |f:1.2,4.5|. Isolated yield 16.3%. Conditions: time 1 hour. Product: FC(C1=C(CN2CCC(CC2)(C)\C=C/2\C(=NC(S2)=O)NC)C=CC(=C1)C(F)(F)F)(F)F ((5Z)-5-({1-[2,4-bis(trifluoromethyl)benzyl]-4-methylpiperidin-4-yl}methylidene)-4-(methylamino)-1,3-thiazol-2(5H)-one). Reported procedure: To a solution of 1-[2,4-bis(trifluoromethyl)benzyl]piperidine-4-carbaldehyde (372 mg) in tetrahydrofuran (5 mL) were added potassium tert-butoxide (123 mg) and methyl iodide (0.069 mL) under ice-cooling. The reaction mixture was stirred at room temperature for 1 hr under a nitrogen atmosphere. To the reaction mixture were added saturated aqueous ammonium chloride solution/ethyl acetate, and the organic layer was separated, washed with water and saturated brine, and dried over anhydrous magnesium... Reactants: [Cl-].[NH4+] (ammonium chloride), CNC1=NC(SC1)=O (4-(methylamino)-1,3-thiazol-2(5H)-one), [Cl-].[NH4+] (ammonium chloride), FC(C1=C(CN2CCC(CC2)C=O)C=CC(=C1)C(F)(F)F)(F)F (1-[2,4-bis(trifluoromethyl)benzyl]piperidine-4-carbaldehyde), CC(C)([O-])C.[K+] (potassium tert-butoxide), CI (methyl iodide), CC(C)([O-])C.[K+] (potassium tert-butoxide). Run in C(C)(=O)OCC (ethyl acetate), C(C)(=O)OCC (ethyl acetate), C(C)O (ethanol), O1CCCC1 (tetrahydrofuran). The reactants are C1(CCCCC1)C12COC(OC1)(OC2)C2=CC=NC=C2 (4-Cyclohexyl-1-(4-pyridyl)-2,6,7-trioxabicyclo[2.2.2]octane), C1(CCCCC1)C1(COC1)CO (3-cyclohexyl-3-hydroxymethyloxetane), C1(CCCCC1)C(CO)(CO)CO (2-cyclohexyl-2-hydroxymethylpropan-1,3-diol), OCC1(COC1)CCC (3-hydroxymethyl-3-n-propyloxetane). Yields the product C(CC)C12COC(OC1)(OC2)C2=NC=CC=C2 (4-n-Propyl-1-(2-pyridyl)-2,6,7-trioxabicyclo[2.2.2]octane). Reaction SMILES: C1(C23COC([C:15]4[CH:20]=[CH:19][N:18]=[CH:17][CH:16]=4)(OC2)OC3)CCCCC1.[CH:21]1([C:27]2([CH2:31][OH:32])[CH2:30][O:29][CH2:28]2)[CH2:26][CH2:25]CCC1.C1(C(CO)(CO)[CH2:40][OH:41])CCCCC1.OCC1(CCC)COC1>>[CH2:21]([C:27]12[CH2:30][O:29][C:28]([C:17]3[CH:16]=[CH:15][CH:20]=[CH:19][N:18]=3)([O:32][CH2:31]1)[O:41][CH2:40]2)[CH2:26][CH3:25]. Procedure details: 4-Cyclohexyl-1-(4-pyridyl)-2,6,7-trioxabicyclo[2.2.2]octane (from 3-cyclohexyl-3-hydroxymethyloxetane which was prepared from 2-cyclohexyl-2-hydroxymethylpropan-1,3-diol in a manner described for the synthesis of 3-hydroxymethyl-3-n-propyloxetane). The reactants are O=C(O)CCC(O)c1ccc(-c2ccc(Cl)cc2Cl)cc1, NC1CCCCC1, O. Yields the product O=C(O)CCCc1ccc(-c2ccc(Cl)cc2Cl)cc1. As a reaction SMILES: [Cl:1][c:2]1[c:3](-[c:9]2[cH:10][cH:11][c:12]([CH:15]([CH2:16][CH2:17][C:18](=[O:19])[OH:20])[OH:21])[cH:13][cH:14]2)[cH:4][cH:5][c:6]([Cl:8])[cH:7]1.[NH2:22][CH:23]1[CH2:24][CH2:25][CH2:26][CH2:27][CH2:28]1.[OH2:29]>>[Cl:1][c:2]1[c:3](-[c:9]2[cH:10][cH:11][c:12]([CH2:15][CH2:16][CH2:17][C:18](=[O:19])[OH:20])[cH:13][cH:14]2)[cH:4][cH:5][c:6]([Cl:8])[cH:7]1. Reactants: C[Si](Cl)(Cl)C (dimethyldichlorosilane), O1CCCC1 (tetrahydrofuran), CC=1C(C2=CC=CC=C2C1)[Li] (2-methylindenyllithium). The solvent is CCCCCC (n-hexane). Reaction conditions: time 3 hour. Yields the product C[Si](C1C(=CC2=CC=CC=C12)C)(C)Cl (dimethyl(2-methylindenyl)silyl chloride). Isolated yield 58.0%. RXN SMILES: [CH3:1][Si:2]([CH3:5])(Cl)[Cl:3].O1CCCC1.[CH3:11][C:12]1[CH:13]([Li])[C:14]2[C:19]([CH:20]=1)=[CH:18][CH:17]=[CH:16][CH:15]=2>CCCCCC>[CH3:1][Si:2]([Cl:3])([CH3:5])[CH:13]1[C:14]2[C:19](=[CH:18][CH:17]=[CH:16][CH:15]=2)[CH:20]=[C:12]1[CH3:11]. Reported procedure: In a three-necked flask equipped with a mechanical stirrer were charged 44.5 g (345 mmol) of dimethyldichlorosilane, 300 ml of tetrahydrofuran and n-hexane, to which was added at -78° C. a 2-methylindenyllithium solution, followed by stirring at room temperature for 3 hours. After the solvent was distilled off under reduced pressure, 100 ml of hexane was added and insoluble matter was removed by centrifugation. After the solvent was distilled off under reduced pressure, distillation under reduce... The reactants are resultant solution, C(C)(=O)OCC (ethyl acetate), CC=1N=C(OC1C(CC1=CC=CC=C1)=O)C1=CC=C(C=C1)C(F)(F)F (1-[4-Methyl-2-(4-trifluoromethyl-phenyl)-oxazol-5-yl]-2-phenyl-ethanone), [Li+].[BH4-] (LiBH4), [NH4+].[Cl-] (NH4Cl). The solvent is CO (MeOH). The product is CC=1N=C(OC1C(CC1=CC=CC=C1)O)C1=CC=C(C=C1)C(F)(F)F (1-[4-Methyl-2-(4-trifluoromethyl-phenyl)-oxazol-5-yl]-2-phenyl-ethanol). Isolated yield 90.5%. RXN SMILES: [CH3:1][C:2]1[N:3]=[C:4]([C:16]2[CH:21]=[CH:20][C:19]([C:22]([F:25])([F:24])[F:23])=[CH:18][CH:17]=2)[O:5][C:6]=1[C:7](=[O:15])[CH2:8][C:9]1[CH:14]=[CH:13][CH:12]=[CH:11][CH:10]=1.[Li+].[BH4-].[NH4+].[Cl-].C(OCC)(=O)C>CO>[CH3:1][C:2]1[N:3]=[C:4]([C:16]2[CH:17]=[CH:18][C:19]([C:22]([F:25])([F:23])[F:24])=[CH:20][CH:21]=2)[O:5][C:6]=1[CH:7]([OH:15])[CH2:8][C:9]1[CH:10]=[CH:11][CH:12]=[CH:13][CH:14]=1 |f:1.2,3.4|. Procedure details: To a solution of 1-[4-Methyl-2-(4-trifluoromethyl-phenyl)-oxazol-5-yl]-2-phenyl-ethanone (1.2 g, 3.5 mmol) in 50 mL MeOH at 0° C. is added LiBH4 (0.086 g, 3.50 mmol) portionwise. After gas evolution had ceased a tic indicated that the reaction is complete and 50 mL of NH4Cl (aq.) is added and the resultant solution extraxted with ethyl acetate (3×50 mL). The combined organics are dried (Na2SO4), filtered and concentrated under vacuo. The resultant crude oil is purified by flash column chromatogr... Reactants: ClC(=O)OCC1=CC=CC=C1 (benzyl chloroformate), N1CCC(C(=O)O)CC1 (isonipecotic acid), C(O)([O-])=O.[Na+] (sodium hydrogencarbonate), Cl (hydrochloric acid). Solvent: C(C)OCC (diethyl ether). The product is C(C1=CC=CC=C1)OC(=O)N1CCC(C(=O)O)CC1 (N-benzyloxycarbonylisonipecotic acid). Yield: 72.0%. Reaction SMILES: Cl[C:2]([O:4][CH2:5][C:6]1[CH:11]=[CH:10][CH:9]=[CH:8][CH:7]=1)=[O:3].[NH:12]1[CH2:20][CH2:19][CH:15]([C:16]([OH:18])=[O:17])[CH2:14][CH2:13]1.C(=O)([O-])O.[Na+].Cl>C(OCC)C>[CH2:5]([O:4][C:2]([N:12]1[CH2:20][CH2:19][CH:15]([C:16]([OH:18])=[O:17])[CH2:14][CH2:13]1)=[O:3])[C:6]1[CH:11]=[CH:10][CH:9]=[CH:8][CH:7]=1 |f:2.3|. Reported procedure: A diethyl ether (50 ml) solution of benzyl chloroformate (36 g, 0.21 mols) was dropwise added to an aqueous solution (200 ml) of isonipecotic acid (25 g, 0.19 mols) and sodium hydrogencarbonate (49 g, 0.58 mols) with stirring at room temperature. After the addition, this was further stirred at room temperature for 15 hours. The reaction mixture was acidified with concentrated hydrochloric acid added thereto, and then extracted with ethyl acetate. The extract was washed with brine, then dried wit... Reactants: BrC=1C=C(O[Si](C)(C)C(C)(C)C)C=CC1 (3-Bromophenoxy-tert-butyldimethylsilane), [Br-].[Mg+2].[Br-] (magnesium bromide), BrC=1C=C(SC1)C=O (4-bromo-2-thiophenecarboxaldehyde). Solvent: O1CCCC1 (tetrahydrofuran), O1CCCC1 (tetrahydrofuran), O1CCCC1 (tetrahydrofuran), CCCCCC (hexane), ClCCl (dichloromethane), CCCCCC (hexane). Conditions: temperature -78 celsius. Product: BrC=1C=C(SC1)C(C1=CC(=CC=C1)O[Si](C)(C)C(C)(C)C)O (α-(4-bromo-2-thienyl)-3-((tert-butyldimethylsilyl)-oxy)benzyl alcohol). The yield is 48.2%. Reaction SMILES: Br[C:2]1[CH:3]=[C:4]([CH:13]=[CH:14][CH:15]=1)[O:5][Si:6]([C:9]([CH3:12])([CH3:11])[CH3:10])([CH3:8])[CH3:7].[Br-].[Mg+2].[Br-].[Br:19][C:20]1[CH:21]=[C:22]([CH:25]=[O:26])[S:23][CH:24]=1>O1CCCC1.CCCCCC.ClCCl>[Br:19][C:20]1[CH:21]=[C:22]([CH:25]([OH:26])[C:2]2[CH:15]=[CH:14][CH:13]=[C:4]([O:5][Si:6]([C:9]([CH3:12])([CH3:11])[CH3:10])([CH3:8])[CH3:7])[CH:3]=2)[S:23][CH:24]=1 |f:1.2.3|. Procedure details: 3-Bromophenoxy-tert-butyldimethylsilane (30.2 g, 0.105 mol), prepared as in Example 1, was dissolved in 300 mL of dry tetrahydrofuran under nitrogen and cooled to -78° C. A solution of 1.6M n-butylithium in hexane (66 mL, 0.105 mol) was added dropwise at a rate to maintain a temperature below -65° C. The reaction was stirred for thirty minutes after the addition was complete and the cold solution was transferred to another vessel containing a room temperature solution of magnesium bromide (20.2 ...